Dataset: the Open Reaction Database (ORD), a public repository of structured organic reaction records. Task: describe an organic reaction: reactants, conditions, products, and yield Starting materials: [C@H]12N[C@@H](C[C@@H]2C1)CNC(=O)C=1C=CC=C2C1C=CO2 (benzofuran-4-carboxylic acid [(1S,3S,5S)-2-aza-bicyclo[3.1.0]hex-3-ylmethyl]-amide), NC=1SC(=C(N1)C(=O)O)C=1C=C(C=CC1)C (2-amino-5-m-tolyl-thiazole-4-carboxylic acid). Product: NC=1SC(=C(N1)C(=O)N1[C@H]2C[C@H]2C[C@H]1CNC(=O)C=1C=CC=C2C1C=CO2)C=2C=C(C=CC2)C (benzofuran-4-carboxylic acid [(1S,3S,5S)-2-(2-amino-5-m-tolyl-thiazole-4-carbonyl)-2-aza-bicyclo[3.1.0]hex-3-ylmethyl]-amide). Reaction SMILES: [C@H:1]12[CH2:6][C@H:5]1[CH2:4][C@@H:3]([CH2:7][NH:8][C:9]([C:11]1[CH:12]=[CH:13][CH:14]=[C:15]3[O:19][CH:18]=[CH:17][C:16]=13)=[O:10])[NH:2]2.[NH2:20][C:21]1[S:22][C:23]([C:29]2[CH:30]=[C:31]([CH3:35])[CH:32]=[CH:33][CH:34]=2)=[C:24]([C:26](O)=[O:27])[N:25]=1>>[NH2:20][C:21]1[S:22][C:23]([C:29]2[CH:30]=[C:31]([CH3:35])[CH:32]=[CH:33][CH:34]=2)=[C:24]([C:26]([N:2]2[C@H:3]([CH2:7][NH:8][C:9]([C:11]3[CH:12]=[CH:13][CH:14]=[C:15]4[O:19][CH:18]=[CH:17][C:16]=34)=[O:10])[CH2:4][C@H:5]3[C@@H:1]2[CH2:6]3)=[O:27])[N:25]=1. Procedure: prepared by reaction of benzofuran-4-carboxylic acid [(1S,3S,5S)-2-aza-bicyclo[3.1.0]hex-3-ylmethyl]-amide with 2-amino-5-m-tolyl-thiazole-4-carboxylic acid. LC-MS (basic): tR=1.33 min; [M+H]+=473.1. Reactants: O=C([O-])[O-], CC#N, COCCCCOS(C)(=O)=O, [K+], [K+], O, Nc1ccccc1N. The product is COCCCCNc1ccccc1N. As a reaction SMILES: [C:20](=[O:21])([O-:22])[O-:23].[CH3:27][C:28]#[N:29].[CH3:9][S:10]([O:11][CH2:14][CH2:15][CH2:16][CH2:17][O:18][CH3:19])(=[O:12])=[O:13].[K+:24].[K+:25].[OH2:26].[c:1]1([NH2:8])[c:2]([NH2:7])[cH:3][cH:4][cH:5][cH:6]1>>[c:1]1([NH2:8])[c:2]([NH:7][CH2:14][CH2:15][CH2:16][CH2:17][O:18][CH3:19])[cH:3][cH:4][cH:5][cH:6]1. RXN SMILES: [F:1][C:2]1[CH:3]=[C:4]([CH2:11][N:12]2[CH2:17][CH2:16][N:15]([C:18]([O:20][C:21]([CH3:24])([CH3:23])[CH3:22])=[O:19])[C@@H:14]([CH3:25])[CH2:13]2)[CH:5]=[CH:6][C:7]=1[N+:8]([O-])=O.NC1C=CC(CN2CCN(C(OC(C)(C)C)=O)[C@@H](C)C2)=CC=1.[OH-].[K+]>C(N(CC)CC)C>[NH2:8][C:7]1[CH:6]=[CH:5][C:4]([CH2:11][N:12]2[CH2:17][CH2:16][N:15]([C:18]([O:20][C:21]([CH3:23])([CH3:22])[CH3:24])=[O:19])[C@@H:14]([CH3:25])[CH2:13]2)=[CH:3][C:2]=1[F:1] |f:2.3|. Procedure details: The title compound was prepared from 1,1-dimethylethyl (2S)-4-[(3-fluoro-4-nitrophenyl)methyl]-2-methyl-1-piperazinecarboxylate (D62) using a method similar to that described for D2 in Description 2 although the reaction was carried out on an H-Cube™ continuous flow hydrogenator and triethylamine was used in place of solid KOH. δH (CDCl3, 400 MHz) 6.99 (1H, dd), 6.86 (1H, dd), 6.71 (1H, dd), 4.17 (1H, br.s), 3.79 (1H, d), 3.67 (2H, br.s), 3.40 (1H, d), 3.27 (1H, d), 3.09 (1H, td), 2.73 (1H, m), ... Starting materials: FC=1C=C(C=CC1[N+](=O)[O-])CN1C[C@@H](N(CC1)C(=O)OC(C)(C)C)C (1,1-dimethylethyl (2S)-4-[(3-fluoro-4-nitrophenyl)methyl]-2-methyl-1-piperazinecarboxylate), NC1=CC=C(C=C1)CN1C[C@@H](N(CC1)C(=O)OC(C)(C)C)C (1,1-Dimethylethyl (2S)-4-[(4-aminophenyl)methyl]-2-methyl-1-piperazinecarboxylate), [OH-].[K+] (KOH). Run in C(C)N(CC)CC (triethylamine). Product: NC1=C(C=C(C=C1)CN1C[C@@H](N(CC1)C(=O)OC(C)(C)C)C)F (1,1-Dimethylethyl (2S)-4-[(4-amino-3-fluorophenyl)methyl]-2-methyl-1-piperazinecarboxylate). The reactants are FC1=C(C=CC(=C1)F)[C@@](CN1N=CN=C1)([C@@H](C)N(C(C1=CC=C(C=C1)C(F)(F)F)=O)CCO)O ((2R*,3R*)-2-[2,4-Difluorophenyl]-3-[N-(2-hydroxyethyl)-N-[4-(trifluoromethyl)-benzoyl]amino]-1-(1H-1,2,4-triazol-1-yl)-2-butanol), C1(=CC=CC=C1)P(C1=CC=CC=C1)C1=CC=CC=C1 (triphenylphosphine). The solvent is C1CCOC1 (THF). The product is FC1=C(C=CC(=C1)F)[C@@]1(OCCN([C@@H]1C)C(C1=CC=C(C=C1)C(F)(F)F)=O)CN1N=CN=C1 ((5R*,6R*)-6-[2,4-Difluorophenyl]-5-methyl-4-[4-(trifluoromethyl)benzoyl]-6-[(1H-1,2,4-triazol-1-yl)methyl]morpholine). Yield: 45.0%. Reaction SMILES: [F:1][C:2]1[CH:7]=[C:6]([F:8])[CH:5]=[CH:4][C:3]=1[C@:9](O)([C@H:16]([N:18]([CH2:31][CH2:32][OH:33])[C:19](=[O:30])[C:20]1[CH:25]=[CH:24][C:23]([C:26]([F:29])([F:28])[F:27])=[CH:22][CH:21]=1)[CH3:17])[CH2:10][N:11]1[CH:15]=[N:14][CH:13]=[N:12]1.C1(P(C2C=CC=CC=2)C2C=CC=CC=2)C=CC=CC=1>C1COCC1>[F:1][C:2]1[CH:7]=[C:6]([F:8])[CH:5]=[CH:4][C:3]=1[C@@:9]1([CH2:10][N:11]2[CH:15]=[N:14][CH:13]=[N:12]2)[C@@H:16]([CH3:17])[N:18]([C:19](=[O:30])[C:20]2[CH:21]=[CH:22][C:23]([C:26]([F:27])([F:29])[F:28])=[CH:24][CH:25]=2)[CH2:31][CH2:32][O:33]1. Procedure: A solution containing (2R*,3R*)-2-[2,4-difluorophenyl]-3-[N-(2-hydroxyethyl)-N-[4-(trifluoromethyl)benzoyl]amino]-1-(1H-1,2,4-triazol-1-yl)-2-butanol (500 mg, 1.03 mmol, obtained in example 3) in THF was treated with diethylazadicarboxylate (262 mg, 1.5 eq) and triphenylphosphine (393 mg, 1.5 eq) at room temperature for 24 h. The volatiles were removed in vacuo and the orange oily residue was purified by flash chromatography to afford the title compound as a colorless wax (209 mg, 45 % yield).